Task: describe an organic reaction: reactants, conditions, products, and yield. Dataset: the Open Reaction Database (ORD), a public repository of structured organic reaction records The reactants are C(CC=C)[C@@H]1CC[C@H](CC1)[C@@H]1CC[C@H](CC1)C#N (trans-4-[trans-4-(3-butenyl)cyclohexyl]cyclohexanecarbonitrile), [OH-].[K+] (potassium hydroxide), C(COCCO)O (diethylene glycol), C(COCCO)O (diethylene glycol), Cl (hydrochloric acid), ice water. Run at temperature 180 celsius, time 2.5 hour. Product: C(CC=C)[C@@H]1CC[C@H](CC1)[C@@H]1CC[C@H](CC1)C(=O)O (trans-4-[trans-4-(3-butenyl)cyclohexyl]cyclohexanecarboxylic acid). As a reaction SMILES: [CH2:1]([C@H:5]1[CH2:10][CH2:9][C@H:8]([C@H:11]2[CH2:16][CH2:15][C@H](C#N)[CH2:13][CH2:12]2)[CH2:7][CH2:6]1)[CH2:2][CH:3]=[CH2:4].[OH-:19].[K+].Cl.C(O)CO[CH2:25][CH2:26][OH:27]>>[CH2:1]([C@H:5]1[CH2:10][CH2:9][C@H:8]([C@H:11]2[CH2:16][CH2:15][C@H:25]([C:26]([OH:27])=[O:19])[CH2:13][CH2:12]2)[CH2:7][CH2:6]1)[CH2:2][CH:3]=[CH2:4] |f:1.2|. Reported procedure: A solution of 1.04 g of trans-4-[trans-4-(3-butenyl)cyclohexyl]cyclohexanecarbonitrile in 10 ml of diethylene glycol was treated with a solution of 2 g of potassium hydroxide in 10 ml of diethylene glycol and then stirred at 180° C. (oil bath temperature) for 2.5 hours. Subsequently, the reaction mixture was poured on to ice/water, acidified with 8 ml of 25 percent hydrochloric acid and extracted with diethyl ether. The organic phase was dried over magnesium sulphate, filtered and evaporated. Cr...